The task is: describe an organic reaction: reactants, conditions, products, and yield. This data is from the Open Reaction Database (ORD), a public repository of structured organic reaction records. Reaction SMILES: [C:21]([OH:22])(=[O:23])[CH3:24].[F:1][c:2]1[c:3]([O:4][c:5]2[c:6]3[c:7]([n:8][cH:9][cH:10]2)[cH:11][cH:12][nH:13]3)[cH:14][cH:15][c:16]([N+:18]([O-:19])=[O:20])[cH:17]1.[Fe:25]>>[F:1][c:2]1[c:3]([O:4][c:5]2[c:6]3[c:7]([n:8][cH:9][cH:10]2)[cH:11][cH:12][nH:13]3)[cH:14][cH:15][c:16]([NH2:18])[cH:17]1. Yields the product Nc1ccc(Oc2ccnc3cc[nH]c23)c(F)c1. Reactants: CC(=O)O, O=[N+]([O-])c1ccc(Oc2ccnc3cc[nH]c23)c(F)c1, [Fe]. Reactants: ClCCl, O=C(O)C(CC1CCCC1)n1ncc(Oc2ccccc2C(F)(F)F)cc1=O, CC(C)N=C=NC(C)C, CC(C)(O)Cn1ccc(N)n1, On1nnc2ccccc21. Product: CC(C)(O)Cn1ccc(NC(=O)C(CC2CCCC2)n2ncc(Oc3ccccc3C(F)(F)F)cc2=O)n1. Reaction SMILES: [CH2:59]([Cl:60])[Cl:61].[CH:1]1([CH2:6][CH:7]([C:8](=[O:9])[OH:10])[n:11]2[n:12][cH:13][c:14]([O:18][c:19]3[c:20]([C:25]([F:26])([F:27])[F:28])[cH:21][cH:22][cH:23][cH:24]3)[cH:15][c:16]2=[O:17])[CH2:2][CH2:3][CH2:4][CH2:5]1.[CH:29]([N:30]=[C:31]=[N:32][CH:33]([CH3:34])[CH3:35])([CH3:36])[CH3:37].[NH2:48][c:49]1[n:50][n:51]([CH2:54][C:55]([CH3:56])([OH:57])[CH3:58])[cH:52][cH:53]1.[OH:38][n:39]1[c:40]2[cH:41][cH:42][cH:43][cH:44][c:45]2[n:46][n:47]1>>[CH:1]1([CH2:6][CH:7]([C:8](=[O:9])[NH:48][c:49]2[n:50][n:51]([CH2:54][C:55]([CH3:56])([OH:57])[CH3:58])[cH:52][cH:53]2)[n:11]2[n:12][cH:13][c:14]([O:18][c:19]3[c:20]([C:25]([F:26])([F:27])[F:28])[cH:21][cH:22][cH:23][cH:24]3)[cH:15][c:16]2=[O:17])[CH2:2][CH2:3][CH2:4][CH2:5]1. Starting materials: CC(=O)Oc1cccc(C(=O)Nc2ccc(C(=O)N3CCCc4ccccc43)cc2)c1, CO, [Na+], [OH-]. The product is O=C(Nc1ccc(C(=O)N2CCCc3ccccc32)cc1)c1cccc(O)c1. Reaction SMILES: [C:1](=[O:2])([CH3:3])[O:4][c:5]1[cH:6][c:7]([C:8](=[O:9])[NH:10][c:11]2[cH:12][cH:13][c:14]([C:15](=[O:16])[N:17]3[CH2:18][CH2:19][CH2:20][c:21]4[cH:22][cH:23][cH:24][cH:25][c:26]43)[cH:27][cH:28]2)[cH:29][cH:30][cH:31]1.[CH3:34][OH:35].[Na+:33].[OH-:32]>>[OH:4][c:5]1[cH:6][c:7]([C:8](=[O:9])[NH:10][c:11]2[cH:12][cH:13][c:14]([C:15](=[O:16])[N:17]3[CH2:18][CH2:19][CH2:20][c:21]4[cH:22][cH:23][cH:24][cH:25][c:26]43)[cH:27][cH:28]2)[cH:29][cH:30][cH:31]1.